describe an organic reaction: reactants, conditions, products, and yield From a dataset of the Open Reaction Database (ORD), a public repository of structured organic reaction records. Reactants: COC(=O)C1C(CC2=CC=CC=C12)=O (2-oxo-indan-1-carboxylic acid methyl ester), [OH-].[Na+] (NaOH), BrCCCBr (1,3-dibromopropane). The solvent is C(C)O (ethanol), C(C)O (ethanol). Reaction conditions: temperature 40 celsius, time 2 day. The product is COC(=O)C1(C(CC2=CC=CC=C12)=O)CCCBr (1-(3-Bromo-propyl)-2-oxo-indan-1-carboxylic acid methyl ester). RXN SMILES: [CH3:1][O:2][C:3]([CH:5]1[C:13]2[C:8](=[CH:9][CH:10]=[CH:11][CH:12]=2)[CH2:7][C:6]1=[O:14])=[O:4].[OH-].[Na+].[Br:17][CH2:18][CH2:19][CH2:20]Br>C(O)C>[CH3:1][O:2][C:3]([C:5]1([CH2:20][CH2:19][CH2:18][Br:17])[C:13]2[C:8](=[CH:9][CH:10]=[CH:11][CH:12]=2)[CH2:7][C:6]1=[O:14])=[O:4] |f:1.2|. Reported procedure: A solution of 2-oxo-indan-1-carboxylic acid methyl ester (3.8 g) and NaOH (1 M in water, 20 mL) in ethanol (30 mL) is added dropwise to a solution of 1,3-dibromopropane (10 mL) in ethanol (20 mL) at room temperature. The solution is warmed to 40° C. and stirred at this temperature for 2 d. Then, the solution is concentrated under reduced pressure and ethyl acetate is added to the residue. The resulting mixture is washed with water and brine and dried (MgSO4). After removing the solvent, the resi... The reactants are C1CCOC1, COC(=O)c1ccc2cc(-c3ccc(OCc4c(-c5c(C)ccnc5C)noc4C(C)C)cc3)ccc2n1, CO, Cl, [Na+], [OH-]. Product: Cc1ccnc(C)c1-c1noc(C(C)C)c1COc1ccc(-c2ccc3nc(C(=O)O)ccc3c2)cc1. Reaction SMILES: [CH2:44]1[O:45][CH2:46][CH2:47][CH2:48]1.[CH3:1][c:2]1[n:3][cH:4][cH:5][c:6]([CH3:38])[c:7]1-[c:8]1[n:9][o:10][c:11]([CH:35]([CH3:36])[CH3:37])[c:12]1[CH2:13][O:14][c:15]1[cH:16][cH:17][c:18](-[c:21]2[cH:22][c:23]3[cH:24][cH:25][c:26]([C:31](=[O:32])[O:33][CH3:34])[n:27][c:28]3[cH:29][cH:30]2)[cH:19][cH:20]1.[CH3:39][OH:40].[ClH:43].[Na+:42].[OH-:41]>>[CH3:1][c:2]1[n:3][cH:4][cH:5][c:6]([CH3:38])[c:7]1-[c:8]1[n:9][o:10][c:11]([CH:35]([CH3:36])[CH3:37])[c:12]1[CH2:13][O:14][c:15]1[cH:16][cH:17][c:18](-[c:21]2[cH:22][c:23]3[cH:24][cH:25][c:26]([C:31](=[O:32])[OH:33])[n:27][c:28]3[cH:29][cH:30]2)[cH:19][cH:20]1. Reactants: CC(=O)OC1CCC2C3=CCC4=C(CCC(=O)C4)C3CCC12C, C1CCOC1, Cl. The product is CC(=O)OC1CCC2C3=CCC4=C(CCC(O)C4)C3CCC12C. Reaction SMILES: [C:1]([CH3:2])(=[O:3])[O:4][CH:5]1[C:6]2([CH3:7])[CH:8]([CH2:9][CH2:10]1)[C:11]1=[CH:12][CH2:13][C:14]3=[C:19]([CH2:18][CH2:17][C:16](=[O:23])[CH2:15]3)[CH:20]1[CH2:21][CH2:22]2.[CH2:25]1[O:26][CH2:27][CH2:28][CH2:29]1.[ClH:24]>>[C:1]([CH3:2])(=[O:3])[O:4][CH:5]1[C:6]2([CH3:7])[CH:8]([CH2:9][CH2:10]1)[C:11]1=[CH:12][CH2:13][C:14]3=[C:19]([CH2:18][CH2:17][CH:16]([OH:23])[CH2:15]3)[CH:20]1[CH2:21][CH2:22]2. The reactants are CC1=C2C=CC(=NC2=CC(=C1[N+](=O)[O-])C(=O)O)C(F)(F)F (5-methyl-6-nitro-2-trifluoromethyl-quinoline-7-carboxylic acid). Reagents/catalysts: [Ni] (Raney-nickel). Solvent: C(C)O (ethanol). Reaction conditions: time 12 hour. The product is NC=1C(=C2C=CC(=NC2=CC1C(=O)O)C(F)(F)F)C (6-amino-5-methyl-2-trifluoromethyl-quinoline-7-carboxylic acid). Yield: 71.4%. RXN SMILES: [CH3:1][C:2]1[C:11]([N+:12]([O-])=O)=[C:10]([C:15]([OH:17])=[O:16])[CH:9]=[C:8]2[C:3]=1[CH:4]=[CH:5][C:6]([C:18]([F:21])([F:20])[F:19])=[N:7]2>C(O)C.[Ni]>[NH2:12][C:11]1[C:2]([CH3:1])=[C:3]2[C:8](=[CH:9][C:10]=1[C:15]([OH:17])=[O:16])[N:7]=[C:6]([C:18]([F:21])([F:19])[F:20])[CH:5]=[CH:4]2. Procedure details: A solution of 5-methyl-6-nitro-2-trifluoromethyl-quinoline-7-carboxylic acid (1.40 g) in ethanol (100 mL) is hydrogenated at atmosphere pressure and ambient temperature in the presence of Raney-nickel catalyst. TLC analysis after 12 h shows reaction completion. The mixture is filtered over hyflo and the filtrate concentrated in vacuum. The residue is recrystallized from hexane/ethyl acetate to give 0.90 g of the title compound of the formula Starting materials: CC(=O)n1ccnc1, CCOC(C)=O, c1ccc2c(Cn3ccnc3)c[nH]c2c1. Product: CC(=O)n1cc(Cn2ccnc2)c2ccccc21. Reaction SMILES: [C:16]([CH3:17])(=[O:18])[n:19]1[cH:20][cH:21][n:22][cH:23]1.[CH3:24][CH2:25][O:26][C:27](=[O:28])[CH3:29].[n:1]1([CH2:6][c:7]2[cH:8][nH:9][c:10]3[cH:11][cH:12][cH:13][cH:14][c:15]23)[cH:2][n:3][cH:4][cH:5]1>>[n:1]1([CH2:6][c:7]2[cH:8][n:9]([C:16]([CH3:17])=[O:18])[c:10]3[cH:11][cH:12][cH:13][cH:14][c:15]23)[cH:2][n:3][cH:4][cH:5]1.